From a dataset of the Open Reaction Database (ORD), a public repository of structured organic reaction records. describe an organic reaction: reactants, conditions, products, and yield Reactants: C1(=CC=CC=2CCCCC12)O (5,6,7,8-tetrahydro-1-naphthol), C(=O)([O-])[O-].[Na+].[Na+] (Na2CO3), FC=1C=[N+](C=CC1[N+](=O)[O-])[O-] (3-fluoro-4-nitropyridine-N-oxide), O (water). Procedure details: To 5,6,7,8-tetrahydro-1-naphthol (6.0 g) in DMF (100 ml) was added Na2CO3 (10 g) portionwise at room temperature. Then a solution of 3-fluoro-4-nitropyridine-N-oxide (6.0 g) in 20 ml of DMF was added dropwise and the mixture was stirred at room temperature for four hours. The mixture was then poured into water and extracted with ethyl acetate. The organic layer was washed with water and dried (sat NaCl, anhy. MgSO4). Yields the product [N+](=O)([O-])C1=C(C=[N+](C=C1)[O-])OC1=CC=CC=2CCCCC12 (4-Nitro-3-(5,6,7,8-tetrahydro-1-naphthyloxy)pyridine-N-oxide). Conditions: time 4 hour. Reaction SMILES: [C:1]1([OH:11])[C:10]2[CH2:9][CH2:8][CH2:7][CH2:6][C:5]=2[CH:4]=[CH:3][CH:2]=1.C([O-])([O-])=O.[Na+].[Na+].F[C:19]1[CH:20]=[N+:21]([O-:28])[CH:22]=[CH:23][C:24]=1[N+:25]([O-:27])=[O:26].O>CN(C=O)C>[N+:25]([C:24]1[CH:23]=[CH:22][N+:21]([O-:28])=[CH:20][C:19]=1[O:11][C:1]1[C:10]2[CH2:9][CH2:8][CH2:7][CH2:6][C:5]=2[CH:4]=[CH:3][CH:2]=1)([O-:27])=[O:26] |f:1.2.3|. The solvent is CN(C)C=O (DMF), CN(C)C=O (DMF). The reactants are CN(C)C=O, CCO, CNc1nc(Cl)ccc1[N+](=O)[O-], [H-], [Na+]. Yields the product CCOc1ccc([N+](=O)[O-])c(NC)n1. As a reaction SMILES: [CH3:15][N:16]([CH3:17])[CH:18]=[O:19].[CH3:20][CH2:21][OH:22].[Cl:1][c:2]1[cH:3][cH:4][c:5]([N+:10](=[O:11])[O-:12])[c:6]([NH:8][CH3:9])[n:7]1.[H-:13].[Na+:14]>>[c:2]1([O:22][CH2:21][CH3:20])[cH:3][cH:4][c:5]([N+:10](=[O:11])[O-:12])[c:6]([NH:8][CH3:9])[n:7]1. The reactants are O (water), C1(=CC=CC=C1)N1N=NN=C1S (1-phenyl-5-mercapto-1H-tetrazole), C([O-])([O-])=O.[K+].[K+] (potassium carbonate), O(C1=CC=CC=C1)CCCBr (3-phenoxypropyl bromide). Run in CC(=O)C (acetone), C(C)(=O)OCC (ethyl acetate). Reaction conditions: time 3 hour. Product: O(C1=CC=CC=C1)CCCSC1=NN=NN1C1=CC=CC=C1 (5-[(3-Phenoxypropyl)thio]-1-phenyl-1H-tetrazole). Yield: 100.4%. Reaction SMILES: [O:1]([CH2:8][CH2:9][CH2:10]Br)[C:2]1[CH:7]=[CH:6][CH:5]=[CH:4][CH:3]=1.[C:12]1([N:18]2[C:22]([SH:23])=[N:21][N:20]=[N:19]2)[CH:17]=[CH:16][CH:15]=[CH:14][CH:13]=1.C(=O)([O-])[O-].[K+].[K+].O>CC(C)=O.C(OCC)(=O)C>[O:1]([CH2:8][CH2:9][CH2:10][S:23][C:22]1[N:18]([C:12]2[CH:17]=[CH:16][CH:15]=[CH:14][CH:13]=2)[N:19]=[N:20][N:21]=1)[C:2]1[CH:7]=[CH:6][CH:5]=[CH:4][CH:3]=1 |f:2.3.4|. Reported procedure: 3-phenoxypropyl bromide (1.53 g) was dissolved in acetone (9 mL), 1-phenyl-5-mercapto-1H-tetrazole (1.27 g) and potassium carbonate (985 mg) were added, and the mixture was stirred at room temperature for 3 hours. To the reaction solution, water was added, and the extract obtained by extraction with ethyl acetate was washed with water and a saturated saline; dried with anhydrous magnesium sulfate; and concentrated under reduced pressure to obtain a titled compound (2.23 g) having the following p... Reactants: C(CC)(=O)Cl (propionyl chloride), N1=CC=CC=C1 (pyridine), COC1=CC=C(C=C1)CSC=1NC(=C(C(N1)C1=CC(=CC=C1)[N+](=O)[O-])C(=O)OC)C (1,4-Dihydro-2-[[(4-methoxyphenyl)methyl]thio]-6-methyl-4-(3-nitrophenyl)-5-pyrimidinecarboxylic acid, methyl ester). The solvent is CCOCC (ether), ClCCl (dichloromethane). Reaction conditions: time 3 hour. The product is COC1=CC=C(C=C1)CSC=1N(C(C(=C(N1)C)C(=O)OC)C1=CC(=CC=C1)[N+](=O)[O-])C(CC)=O (1,6-Dihydro-2-[[(4-methoxyphenyl)methyl]thio] 4-methyl-6-(3-nitrophenyl)-1-(1-oxopropyl)-5 pyrimidinecarboxylic acid, methyl ester). As a reaction SMILES: [CH3:1][O:2][C:3]1[CH:8]=[CH:7][C:6]([CH2:9][S:10][C:11]2[NH:12][C:13]([CH3:30])=[C:14]([C:26]([O:28][CH3:29])=[O:27])[CH:15]([C:17]3[CH:22]=[CH:21][CH:20]=[C:19]([N+:23]([O-:25])=[O:24])[CH:18]=3)[N:16]=2)=[CH:5][CH:4]=1.[C:31](Cl)(=[O:34])[CH2:32][CH3:33].N1C=CC=CC=1>ClCCl.CCOCC>[CH3:1][O:2][C:3]1[CH:8]=[CH:7][C:6]([CH2:9][S:10][C:11]2[N:16]([C:31](=[O:34])[CH2:32][CH3:33])[CH:15]([C:17]3[CH:22]=[CH:21][CH:20]=[C:19]([N+:23]([O-:25])=[O:24])[CH:18]=3)[C:14]([C:26]([O:28][CH3:29])=[O:27])=[C:13]([CH3:30])[N:12]=2)=[CH:5][CH:4]=1. Reported procedure: 1,4-Dihydro-2-[[(4-methoxyphenyl)methyl]thio]-6-methyl-4-(3-nitrophenyl)-5-pyrimidinecarboxylic acid, methyl ester (1.52 g., 3.5 mmole) in 15 ml of dichloromethane is cooled under argon to 0°-5° C. and treated with propionyl chloride (0.43 g., 4.7 mmole) and pyridine (0.55 g., 7.0 mmole). The mixture is then allowed to stir at room temperature for 3 hours, diluted with ether and the salt is filtered. The filtrate is washed with water, 1N hydrochloric acid, water, aqueous sodium bicarbonate, wate... The reactants are [Cl-].C(=O)C=1C(=C(C[P+](C2=CC=CC=C2)(C2=CC=CC=C2)C2=CC=CC=C2)C=C(C1)[N+](=O)[O-])O (3-formyl-2-hydroxy-5-nitrobenzyltriphenylphosphonium chloride), Cl (hydrochloric acid), C=O (paraformaldehyde), aqueous solution, [OH-].[Na+] (sodium hydroxide). Solvent: O (water), CS(=O)C (dimethylsulfoxide), O (water). Reaction conditions: time 11 hour. Yields the product [N+](=O)([O-])C1=CC(=C(C(C=O)=C1)O)C=C (5-nitro-3-vinylsalicylaldehyde). The yield is 3.0%. Reaction SMILES: [CH2:1]=O.[Cl-].[CH:4]([C:6]1[C:7]([OH:35])=[C:8]([CH:29]=[C:30]([N+:32]([O-:34])=[O:33])[CH:31]=1)[CH2:9][P+](C1C=CC=CC=1)(C1C=CC=CC=1)C1C=CC=CC=1)=[O:5].[OH-].[Na+].Cl>O.CS(C)=O>[N+:32]([C:30]1[CH:31]=[C:6]([CH:4]=[O:5])[C:7]([OH:35])=[C:8]([CH:9]=[CH2:1])[CH:29]=1)([O-:34])=[O:33] |f:1.2,3.4|. Reported procedure: A 50.1 g (1.67 moles) quantity of paraformaldehyde was dissolved in 60 ml of water with heating, and a solution of 7.04 g (14.7 mmoles) of 3-formyl-2-hydroxy-5-nitrobenzyltriphenylphosphonium chloride in 100 ml of dimethylsulfoxide was added thereto, giving a homogeneous solution. Thereafter, a 12N aqueous solution of sodium hydroxide was gradually added to the solution at room temperature and the reaction was effected for 11 hours. A 260 ml quantity of water was added to the reaction mixture an... The reactants are C1(=CC=CC=C1)C(C#N)(CCCCl)C1=CC=CC=C1 (2,2-diphenyl-5-chlorovaleronitrile), N1CCCCC1 (piperidine), C1(=CC=CC=C1)C(C#N)(CCBr)C1=CC=CC=C1 (2,2-diphenyl-4-bromobutyronitrile), N12CCNCC2CCCC1 (1,4-diazabicyclo[4.4.0]decane). Product: Cl.Cl.C1(=CC=CC=C1)C(C#N)(CCCN1CCN2CCCCC2C1)C1=CC=CC=C1 (2,2-diphenyl-5-(1,4-diazabicyclo[4.4.0]dec-4-yl)valeronitrile dihydrochloride). Reaction SMILES: [C:1]1([C:7]([C:14]2[CH:19]=[CH:18][CH:17]=[CH:16][CH:15]=2)([CH2:10][CH2:11][CH2:12][Cl:13])[C:8]#[N:9])[CH:6]=[CH:5][CH:4]=[CH:3][CH:2]=1.C1(C(C2C=CC=CC=2)(CCBr)C#N)C=CC=CC=1.[N:38]12[CH2:47][CH2:46][CH2:45][CH2:44][CH:43]1[CH2:42][NH:41][CH2:40][CH2:39]2.N1CCCCC1>>[ClH:13].[ClH:13].[C:1]1([C:7]([C:14]2[CH:19]=[CH:18][CH:17]=[CH:16][CH:15]=2)([CH2:10][CH2:11][CH2:12][N:41]2[CH2:42][CH:43]3[N:38]([CH2:47][CH2:46][CH2:45][CH2:44]3)[CH2:39][CH2:40]2)[C:8]#[N:9])[CH:6]=[CH:5][CH:4]=[CH:3][CH:2]=1 |f:4.5.6|. Procedure: Substitution of an equivalent quantity of 2,2-diphenyl-5-chlorovaleronitrile for the 2,2-diphenyl-4-bromobutyronitrile, and 1,4-diazabicyclo[4.4.0]decane for the piperidine used in Example 22, and substantial repetition of the procedure detailed therein, affords 2,2-diphenyl-5-(1,4-diazabicyclo[4.4.0]dec-4-yl)valeronitrile dihydrochloride, melting at about 233° - 238° C. with decomposition. The reactants are BrCC1CCCCO1, O=C([O-])[O-], CCCc1nc(C)[nH]c(=O)c1Cc1ccc(-c2ccccc2C#N)cc1, CN(C)C=O, CCOC(C)=O, [K+], [K+]. The product is CCCc1nc(C)n(CC2CCCCO2)c(=O)c1Cc1ccc(-c2ccccc2C#N)cc1. Reaction SMILES: [Br:27][CH2:28][CH:29]1[O:30][CH2:31][CH2:32][CH2:33][CH2:34]1.[C:35](=[O:36])([O-:37])[O-:38].[CH3:1][c:2]1[nH:3][c:4](=[O:26])[c:5]([CH2:11][c:12]2[cH:13][cH:14][c:15](-[c:18]3[c:19]([C:24]#[N:25])[cH:20][cH:21][cH:22][cH:23]3)[cH:16][cH:17]2)[c:6]([CH2:8][CH2:9][CH3:10])[n:7]1.[CH3:41][N:42]([CH3:43])[CH:44]=[O:45].[CH3:46][CH2:47][O:48][C:49](=[O:50])[CH3:51].[K+:39].[K+:40]>>[CH3:1][c:2]1[n:3]([CH2:28][CH:29]2[O:30][CH2:31][CH2:32][CH2:33][CH2:34]2)[c:4](=[O:26])[c:5]([CH2:11][c:12]2[cH:13][cH:14][c:15](-[c:18]3[c:19]([C:24]#[N:25])[cH:20][cH:21][cH:22][cH:23]3)[cH:16][cH:17]2)[c:6]([CH2:8][CH2:9][CH3:10])[n:7]1. Reactants: N(=[N+]=[N-])CC1=CC=C(OC(C(=O)OC)C2=C(C=CC=C2)Cl)C=C1 (methyl 2-[4-(azidomethyl)phenoxy]-2-(2-chlorophenyl)acetate), C1(=CC=CC=C1)P(C1=CC=CC=C1)C1=CC=CC=C1 (triphenylphosphine), O (H2O). Run in O1CCCC1 (tetrahydrofuran). Reaction conditions: time 2 hour. The product is NCC1=CC=C(OC(C(=O)OC)C2=C(C=CC=C2)Cl)C=C1 (methyl 2-[4-(aminomethyl)phenoxy]-2-(2-chlorophenyl)acetate). Reaction SMILES: [N:1]([CH2:4][C:5]1[CH:23]=[CH:22][C:8]([O:9][CH:10]([C:15]2[CH:20]=[CH:19][CH:18]=[CH:17][C:16]=2[Cl:21])[C:11]([O:13][CH3:14])=[O:12])=[CH:7][CH:6]=1)=[N+]=[N-].C1(P(C2C=CC=CC=2)C2C=CC=CC=2)C=CC=CC=1.O>O1CCCC1>[NH2:1][CH2:4][C:5]1[CH:6]=[CH:7][C:8]([O:9][CH:10]([C:15]2[CH:20]=[CH:19][CH:18]=[CH:17][C:16]=2[Cl:21])[C:11]([O:13][CH3:14])=[O:12])=[CH:22][CH:23]=1. Procedure details: A solution of the product of Step E in dry tetrahydrofuran is treated protionwise with triphenylphosphine (1 equivalent). The solution is stirred under N2 at ambient temperature. After about 2 hours, when gas evolution has ceased, H2O (1 equivalent) is added, and the solution is concentrated in vacuo, and the residue is chromatographed on silica gel to give the title compound. The reactants are OCCc1ccccc1, CC(C)(C)[O-], CN(C)P(=O)(N(C)C)N(C)C, [K+], O=[N+]([O-])c1cccc([N+](=O)[O-])c1, O. Yields the product O=[N+]([O-])c1cccc(OCCc2ccccc2)c1. Reaction SMILES: [CH2:19]([CH2:20][c:21]1[cH:22][cH:23][cH:24][cH:25][cH:26]1)[OH:27].[CH3:1][C:2]([CH3:3])([O-:4])[CH3:5].[CH3:28][N:29]([P:30]([N:31]([CH3:32])[CH3:33])([N:34]([CH3:35])[CH3:36])=[O:37])[CH3:38].[K+:6].[N+:7]([O-:8])(=[O:9])[c:10]1[cH:11][c:12]([N+:16](=[O:17])[O-:18])[cH:13][cH:14][cH:15]1.[OH2:39]>>[c:10]1([O:27][CH2:19][CH2:20][c:21]2[cH:22][cH:23][cH:24][cH:25][cH:26]2)[cH:11][c:12]([N+:16](=[O:17])[O-:18])[cH:13][cH:14][cH:15]1.